Dataset: the Open Reaction Database (ORD), a public repository of structured organic reaction records. Task: describe an organic reaction: reactants, conditions, products, and yield Reactants: Brc1ccc(N2CCC3(CC2)OCCO3)cc1, CC(C)(C)OC(=O)N1CCNc2ccccc21, CC(C)(C)P(C(C)(C)C)C(C)(C)C, CC(=O)[O-], CC(=O)[O-], CC(C)(C)[O-], Cc1ccccc1C, CCOC(C)=O, [Na+], [Pd+2]. The product is CC(C)(C)OC(=O)N1CCN(c2ccc(N3CCC4(CC3)OCCO4)cc2)c2ccccc21. RXN SMILES: [Br:1][c:2]1[cH:3][cH:4][c:5]([N:8]2[CH2:9][CH2:10][C:11]3([O:12][CH2:13][CH2:14][O:15]3)[CH2:16][CH2:17]2)[cH:6][cH:7]1.[C:18]([CH3:19])([CH3:20])([CH3:21])[O:22][C:23](=[O:24])[N:25]1[CH2:26][CH2:27][NH:28][c:29]2[cH:30][cH:31][cH:32][cH:33][c:34]21.[C:41]([P:42]([C:43]([CH3:44])([CH3:45])[CH3:46])[C:47]([CH3:48])([CH3:49])[CH3:50])([CH3:51])([CH3:52])[CH3:53].[C:62]([O-:63])(=[O:64])[CH3:65].[C:67]([O-:68])(=[O:69])[CH3:70].[CH3:35][C:36]([CH3:37])([O-:38])[CH3:39].[CH3:54][c:55]1[c:56]([CH3:57])[cH:58][cH:59][cH:60][cH:61]1.[CH3:71][CH2:72][O:73][C:74](=[O:75])[CH3:76].[Na+:40].[Pd+2:66]>>[c:2]1([N:28]2[CH2:27][CH2:26][N:25]([C:23]([O:22][C:18]([CH3:19])([CH3:20])[CH3:21])=[O:24])[c:34]3[c:29]2[cH:30][cH:31][cH:32][cH:33]3)[cH:3][cH:4][c:5]([N:8]2[CH2:9][CH2:10][C:11]3([O:12][CH2:13][CH2:14][O:15]3)[CH2:16][CH2:17]2)[cH:6][cH:7]1.